This data is from the Open Reaction Database (ORD), a public repository of structured organic reaction records. The task is: describe an organic reaction: reactants, conditions, products, and yield The reactants are C(=O)([O-])[O-].[Na+].[Na+] (Na2CO3), ClC(=O)OCC1=CC=CC=C1 (benzyl chloroformate), N[C@@H](CCC(N)=O)C(=O)O (Glutamine). Solvent: O1CCOCC1 (dioxane), [OH-].[Na+] (NaOH). Run at temperature 0 celsius, time 30 minute. The product is C(C1=CC=CC=C1)OC(=O)N[C@@H](CCC(N)=O)C(=O)O (N-Benzyloxycarbonyl-L-glutamine). Yield: 87.0%. RXN SMILES: [NH2:1][C@H:2]([C:8]([OH:10])=[O:9])[CH2:3][CH2:4][C:5](=[O:7])[NH2:6].C([O-])([O-])=O.[Na+].[Na+].Cl[C:18]([O:20][CH2:21][C:22]1[CH:27]=[CH:26][CH:25]=[CH:24][CH:23]=1)=[O:19]>[OH-].[Na+].O1CCOCC1>[CH2:21]([O:20][C:18]([NH:1][C@H:2]([C:8]([OH:10])=[O:9])[CH2:3][CH2:4][C:5](=[O:7])[NH2:6])=[O:19])[C:22]1[CH:27]=[CH:26][CH:25]=[CH:24][CH:23]=1 |f:1.2.3,5.6|. Procedure details: Glutamine (1.84 g, 12.62 mmol) was dissolved in 1 N NaOH (12.58 mL) and the solution was cooled to 0° C. and stirred for 30 min, when Na2CO3 (3.30 g) and benzyl chloroformate (4.38 mL) in dioxane (19.30 mL) were gradually added, in equal portions. Stirring continued at 0° C. for 1 h, then the solution was allowed to stir overnight at room temperature and was extracted with ethyl ether (2×20 mL). The aqueous solution was acidified with 2N HCl to pH 5 and extracted with ethyl acetate (3×50 mL), wh...